The task is: describe an organic reaction: reactants, conditions, products, and yield. This data is from the Open Reaction Database (ORD), a public repository of structured organic reaction records. Reactants: [S-]C#N.[K+] (Potassium thiocyanate), ClC=1C=C(C(=O)Cl)C=CC1 (3-Chlorobenzoyl chloride), ClC=1C=C(N)C=C(C1)F (3-chloro-5-fluoroaniline). Solvent: C(C)#N (acetonitrile), C(C)#N (acetonitrile). Run at time 1 hour. Yields the product ClC=1C=C(C(=O)NC(NC2=CC(=CC(=C2)F)Cl)=S)C=CC1 (3-Chloro-N-((3-Chloro-5-Fluorophenyl)Carbamothioyl)Benzamide). The yield is 99.7%. RXN SMILES: [Cl:1][C:2]1[CH:3]=[C:4]([CH:8]=[CH:9][CH:10]=1)[C:5](Cl)=[O:6].[S-:11][C:12]#[N:13].[K+].[Cl:15][C:16]1[CH:17]=[C:18]([CH:20]=[C:21]([F:23])[CH:22]=1)[NH2:19]>C(#N)C>[Cl:1][C:2]1[CH:3]=[C:4]([CH:8]=[CH:9][CH:10]=1)[C:5]([NH:13][C:12](=[S:11])[NH:19][C:18]1[CH:20]=[C:21]([F:23])[CH:22]=[C:16]([Cl:15])[CH:17]=1)=[O:6] |f:1.2|. Procedure details: 3-Chlorobenzoyl chloride (200 g, 1.14 mol) was dissolved in acetonitrile (4.5 L) and the reaction vessel containing this mixture was cooled in an ice/water bath. Potassium thiocyanate (122 g, 1.26 mol, 1.10 equiv) was added to the reaction mixture. The cooling bath was removed from the reaction vessel after 15 minutes and the resulting slurry was stirred at room temperature for approximately 1 hour. Next, 3-chloro-5-fluoroaniline (138 mL, 1.37 mol, 1.2 equiv) was added as a solution in acetonitr... The reactants are CCOc1nc(NC)nc2ccc(C=O)cc12, C1CCNCC1, Cc1ccccc1, O=C(O)c1ccccc1, O=C1CSC(NCc2cccs2)=N1. Product: CCOc1nc(NC)nc2ccc(C=C3SC(NCc4cccs4)=NC3=O)cc12. Reaction SMILES: [CH2:14]([CH3:15])[O:16][c:17]1[n:18][c:19]([NH:29][CH3:30])[n:20][c:21]2[cH:22][cH:23][c:24]([CH:27]=[O:28])[cH:25][c:26]12.[CH2:40]1[CH2:41][CH2:42][NH:43][CH2:44][CH2:45]1.[CH3:46][c:47]1[cH:48][cH:49][cH:50][cH:51][cH:52]1.[OH:31][C:32]([c:33]1[cH:34][cH:35][cH:36][cH:37][cH:38]1)=[O:39].[s:1]1[c:2]([CH2:6][NH:7][C:8]2=[N:12][C:11](=[O:13])[CH2:10][S:9]2)[cH:3][cH:4][cH:5]1>>[s:1]1[c:2]([CH2:6][NH:7][C:8]2=[N:12][C:11](=[O:13])[C:10](=[CH:27][c:24]3[cH:23][cH:22][c:21]4[n:20][c:19]([NH:29][CH3:30])[n:18][c:17]([O:16][CH2:14][CH3:15])[c:26]4[cH:25]3)[S:9]2)[cH:3][cH:4][cH:5]1. Reactants: C(#N)C1=CC=CC2=CC=CC=C12 (1-cyanonaphthalene), C(=O)=O.CC(=O)C (dry ice acetone), N (NH3), CC1=C(C#N)C=CC(=C1)C (2,4-dimethylbenzonitrile), [K] (potassium), ice water, N (ammonia), N (ammonia). The reagents and catalysts are O.O.O.O.O.O.O.O.O.[N+](=O)([O-])[O-].[Fe+3].[N+](=O)([O-])[O-].[N+](=O)([O-])[O-] (Iron (III) nitrate nonahydrate). The solvent is C1CCOC1 (THF), C1CCOC1 (THF). Run at time 15 minute. The product is CC=1C=C2C=C(N=C(C2=CC1)N)C1=CC=CC2=CC=CC=C12 (6-Methyl-3-(1-naphthalenyl)-1-isoquinolineamine). Isolated yield 25.1%. Reaction SMILES: C(=O)=O.CC(C)=O.N.[K].[CH3:10][C:11]1[CH:18]=[C:17]([CH3:19])[CH:16]=[CH:15][C:12]=1[C:13]#[N:14].[C:20]([C:22]1[C:31]2[C:26](=[CH:27][CH:28]=[CH:29][CH:30]=2)[CH:25]=[CH:24][CH:23]=1)#[N:21]>C1COCC1.O.O.O.O.O.O.O.O.O.[N+]([O-])([O-])=O.[Fe+3].[N+]([O-])([O-])=O.[N+]([O-])([O-])=O>[CH3:19][C:17]1[CH:18]=[C:11]2[C:12](=[CH:15][CH:16]=1)[C:13]([NH2:14])=[N:21][C:20]([C:22]1[C:31]3[C:26](=[CH:27][CH:28]=[CH:29][CH:30]=3)[CH:25]=[CH:24][CH:23]=1)=[CH:10]2 |f:0.1,7.8.9.10.11.12.13.14.15.16.17.18.19,^1:8|. Procedure details: A 250-mL, three-necked, round-bottomed flask equipped with a dry ice-acetone cooled reflux condenser, addition funnel, and a gas inlet was charged with liquid ammonia (175 mL). Iron (III) nitrate nonahydrate (0.23 g, 0.57 mmol) was added to the liquid NH3 in one portion as a solid, and then potassium metal (4.2 g, 107.4 mmol) was added cautiously in small portions. A solution of 2,4-dimethylbenzonitrile (7.0 g, 53.4 mmol) in THF (20 mL) was added to the reaction mixture dropwise over a period of... The reactants are O1C=NC=C1 (oxazole), C(CCC)[Li] (n-butyllithium), C(CCC)[Sn](CCCC)(CCCC)Cl (tributyltin chloride). The solvent is C1CCOC1 (THF). Reaction conditions: time 30 minute. Yields the product C(CCC)[Sn](C=1OC=CN1)(CCCC)CCCC (2-tributylstannanyl-oxazole). Yield: 94.4%. RXN SMILES: [O:1]1[CH:5]=[CH:4][N:3]=[CH:2]1.C([Li])CCC.[CH2:11]([Sn:15](Cl)([CH2:20][CH2:21][CH2:22][CH3:23])[CH2:16][CH2:17][CH2:18][CH3:19])[CH2:12][CH2:13][CH3:14]>C1COCC1>[CH2:20]([Sn:15]([CH2:11][CH2:12][CH2:13][CH3:14])([CH2:16][CH2:17][CH2:18][CH3:19])[C:2]1[O:1][CH:5]=[CH:4][N:3]=1)[CH2:21][CH2:22][CH3:23]. Reported procedure: To a stirred solution of 1.00 g (14.5 mmol) oxazole in 25 ml dry THF under argon at −78° C. was added 9.14 ml (14.6 mmol) n-butyllithium solution (1.6M in hexane) and stirring continued for 30 minutes at −78° C. 3.91 ml (14.5 mmol) tributyltin chloride was then added dropwise and stirring continued for 15 minutes at −78° C. and for 1 hour at room temperature. The reaction mixture was then concentrated in vacuo and the residue resuspended in 50 ml hexane. The insoluble lithium salts were removed ... The reactants are CCCc1cc([Sn](C)(C)C)nc(C#N)n1, Ic1cccc(C2CCCC2)c1, CN(C)C=O, Cl[Pd]Cl, c1ccc(P(c2ccccc2)c2ccccc2)cc1, c1ccc(P(c2ccccc2)c2ccccc2)cc1. Yields the product CCCc1cc(-c2cccc(C3CCCC3)c2)nc(C#N)n1. As a reaction SMILES: [CH2:13]([CH2:14][CH3:15])[c:16]1[n:17][c:18]([C:26]#[N:27])[n:19][c:20]([Sn:22]([CH3:23])([CH3:24])[CH3:25])[cH:21]1.[CH:1]1([c:6]2[cH:7][c:8]([I:12])[cH:9][cH:10][cH:11]2)[CH2:2][CH2:3][CH2:4][CH2:5]1.[O:28]=[CH:29][N:30]([CH3:31])[CH3:32].[Pd:33]([Cl:34])[Cl:35].[c:36]1([P:37]([c:38]2[cH:39][cH:40][cH:41][cH:42][cH:43]2)[c:44]2[cH:45][cH:46][cH:47][cH:48][cH:49]2)[cH:50][cH:51][cH:52][cH:53][cH:54]1.[c:55]1([P:56]([c:57]2[cH:58][cH:59][cH:60][cH:61][cH:62]2)[c:63]2[cH:64][cH:65][cH:66][cH:67][cH:68]2)[cH:69][cH:70][cH:71][cH:72][cH:73]1>>[CH:1]1([c:6]2[cH:7][c:8](-[c:20]3[n:19][c:18]([C:26]#[N:27])[n:17][c:16]([CH2:13][CH2:14][CH3:15])[cH:21]3)[cH:9][cH:10][cH:11]2)[CH2:2][CH2:3][CH2:4][CH2:5]1. Starting materials: O=C([O-])[O-], CC(=O)[O-], CC(=O)[O-], Oc1ccc2cccc(OCc3ccccc3)c2n1, CC1(COc2ccc(N)c([N+](=O)[O-])c2)COC1, Cc1ccccc1, CC(Cl)Cl, [Cs+], [Cs+], [Pd+2]. RXN SMILES: [C:37](=[O:38])([O-:39])[O-:40].[C:47]([O-:48])(=[O:49])[CH3:50].[C:52]([O-:53])(=[O:54])[CH3:55].[CH2:1]([c:2]1[cH:3][cH:4][cH:5][cH:6][cH:7]1)[O:8][c:9]1[cH:10][cH:11][cH:12][c:13]2[cH:14][cH:15][c:16]([OH:19])[n:17][c:18]12.[CH3:20][C:21]1([CH2:25][O:26][c:27]2[cH:28][c:29]([N+:34](=[O:35])[O-:36])[c:30]([NH2:33])[cH:31][cH:32]2)[CH2:22][O:23][CH2:24]1.[CH3:56][c:57]1[cH:58][cH:59][cH:60][cH:61][cH:62]1.[Cl:43][CH:44]([Cl:45])[CH3:46].[Cs+:41].[Cs+:42].[Pd+2:51]>>[CH2:1]([c:2]1[cH:3][cH:4][cH:5][cH:6][cH:7]1)[O:8][c:9]1[cH:10][cH:11][cH:12][c:13]2[cH:14][cH:15][c:16]([NH:33][c:30]3[c:29]([N+:34](=[O:35])[O-:36])[cH:28][c:27]([O:26][CH2:25][C:21]4([CH3:20])[CH2:22][O:23][CH2:24]4)[cH:32][cH:31]3)[n:17][c:18]12. The product is CC1(COc2ccc(Nc3ccc4cccc(OCc5ccccc5)c4n3)c([N+](=O)[O-])c2)COC1. The reactants are OC1=CC=CC=2NN=NC21 (hydroxybenzotriazole), COC1=C(C=CC=C1)[C@@H](C(=O)O)C ((S)-2-(2-methoxyphenyl)propionic acid), C1(CCCCC1)N=C=NC1CCCCC1 (N,N'-Dicyclohexylcarbodiimide), Cl.C1(=CC=CC=C1)C1(CCC([C@H]2CNC[C@@H]12)=O)C1=CC=CC=C1 ((3aR, 7aR)-7,7-diphenylperhydro-4-isoindolone hydrochloride), C(C)(C)N(C(C)C)CC (N,N-diisopropylethylamine). Solvent: CN(C=O)C (dimethylformamide), C(C)(=O)OCC (ethyl acetate), CN(C=O)C (dimethylformamide). Run at time 1 hour. The product is C1(=CC=CC=C1)C1(CCC([C@H]2CN(C[C@@H]12)C([C@@H](C)C1=C(C=CC=C1)OC)=O)=O)C1=CC=CC=C1 ((3aR, 7aR)-7,7-diphenyl-2-[(S)-2-(2-methoxyphenyl)propionyl]perhydro-4-isoindolone). The yield is 63.6%. RXN SMILES: OC1C2N=NNC=2C=CC=1.[CH3:11][O:12][C:13]1[CH:18]=[CH:17][CH:16]=[CH:15][C:14]=1[C@H:19]([CH3:23])[C:20]([OH:22])=O.C1(N=C=NC2CCCCC2)CCCCC1.Cl.[C:40]1([C:46]2([C:56]3[CH:61]=[CH:60][CH:59]=[CH:58][CH:57]=3)[C@H:54]3[C@H:50]([CH2:51][NH:52][CH2:53]3)[C:49](=[O:55])[CH2:48][CH2:47]2)[CH:45]=[CH:44][CH:43]=[CH:42][CH:41]=1.C(N(CC)C(C)C)(C)C>CN(C)C=O.C(OCC)(=O)C>[C:56]1([C:46]2([C:40]3[CH:45]=[CH:44][CH:43]=[CH:42][CH:41]=3)[C@H:54]3[C@H:50]([CH2:51][N:52]([C:20](=[O:22])[C@H:19]([C:14]4[CH:15]=[CH:16][CH:17]=[CH:18][C:13]=4[O:12][CH3:11])[CH3:23])[CH2:53]3)[C:49](=[O:55])[CH2:48][CH2:47]2)[CH:57]=[CH:58][CH:59]=[CH:60][CH:61]=1 |f:3.4|. Procedure details: 1H hydroxybenzotriazole (0.59 g) is added to a solution of 84% optically pure (S)-2-(2-methoxyphenyl)propionic acid (0.75 g), prepared according to T. Matsumoto et al., Bull. Chem. Soc. Jpn., 58, 340 (1985) in dry dimethylformamide (15 cc), and the solution is then cooled to 0° C. N,N'-Dicyclohexylcarbodiimide (0.91 g) is then added, the mixture is stirred for 1 hour at this temperature and a solution of (3aR, 7aR)-7,7-diphenylperhydro-4-isoindolone hydrochloride (1.44 g) and N,N-diisopropylethy... Reactants: C(CC)C=1N(C2=C(C=NC=3C=CC=CC23)N1)CCC(=O)OCC (ethyl 3-(2-propyl-1H-imidazo[4,5-c]quinolin-1-yl)propanoate), C1CCOC1 (THF), CN (methylamine), solution. Run in O (water). Reaction conditions: temperature 80 celsius. Yields the product CNC(CCN1C(=NC=2C=NC=3C=CC=CC3C21)CCC)=O (N-methyl-3-(2-propyl-1H-imidazo[4,5-c]quinolin-1-yl)propanamide). RXN SMILES: [CH2:1]([C:4]1[N:5]([CH2:17][CH2:18][C:19]([O:21]CC)=O)[C:6]2[C:15]3[CH:14]=[CH:13][CH:12]=[CH:11][C:10]=3[N:9]=[CH:8][C:7]=2[N:16]=1)[CH2:2][CH3:3].C1COCC1.[CH3:29][NH2:30]>O>[CH3:29][NH:30][C:19](=[O:21])[CH2:18][CH2:17][N:5]1[C:6]2[C:15]3[CH:14]=[CH:13][CH:12]=[CH:11][C:10]=3[N:9]=[CH:8][C:7]=2[N:16]=[C:4]1[CH2:1][CH2:2][CH3:3]. Procedure: A mixture of ethyl 3-(2-propyl-1H-imidazo[4,5-c]quinolin-1-yl)propanoate (4.24 g, 16.5 mmol, prepared in Parts A and B of Example 16), THF (15 mL), and methylamine (available as a 40% solution in water, 8 mL) was scaled in a high-pressure vessel, heated at 80° C. overnight, and concentrated under reduced pressure to provide 4.7 g of N-methyl-3-(2-propyl-1H-imidazo[4,5-c]quinolin-1-yl)propanamide. Reactants: O=C1CCC(CC1)NC(OC(C)(C)C)=O (tert-butyl (4-oxocyclohexyl)carbamate), C1CCOC1 (THF), C(C)(C)[Li] (isopropyllithium). The solvent is O (water). Run at time 4 hour. Yields the product C(C)(C)C1(CCC(CC1)NC(OC(C)(C)C)=O)O (tert-butyl (4-isopropyl-4-hydroxycyclohexyl)carbamate). Reaction SMILES: [O:1]=[C:2]1[CH2:7][CH2:6][CH:5]([NH:8][C:9](=[O:15])[O:10][C:11]([CH3:14])([CH3:13])[CH3:12])[CH2:4][CH2:3]1.[CH2:16]1[CH2:20]OC[CH2:17]1.C([Li])(C)C>O>[CH:16]([C:2]1([OH:1])[CH2:3][CH2:4][CH:5]([NH:8][C:9](=[O:15])[O:10][C:11]([CH3:12])([CH3:14])[CH3:13])[CH2:6][CH2:7]1)([CH3:20])[CH3:17]. Procedure details: To a mixture of tert-butyl (4-oxocyclohexyl)carbamate (3.04 g) and THF (100 mL), isopropyllithium (0.7 M pentane solution) (40.3 mL) was added at −78° C. and stirred over 4 hours until it reached −50° C. After addition of water (150 mL), the reaction liquid was heated to room temperature and extracted with ethyl acetate. The organic layer was washed with saturated aqueous sodium chloride and then dried over sodium sulfate, and the solvent was distilled off. The resulting residue was purified by ...